Dataset: the Open Reaction Database (ORD), a public repository of structured organic reaction records. Task: describe an organic reaction: reactants, conditions, products, and yield Reactants: C1(=CC=CC=C1)[C@@H](C(=O)O)CC=C ((S)-2-phenylpent-4-enoic acid), C(C(=O)Cl)(=O)Cl (oxalyl chloride). Reagents/catalysts: CN(C=O)C (dimethylformamide). Solvent: ClCCl (dichloromethane). Reaction conditions: time 2 hour. Product: C1(=CC=CC=C1)[C@@H](C(=O)Cl)CC=C ((S)-2-phenylpent-4-enoyl chloride). RXN SMILES: [C:1]1([C@H:7]([CH2:11][CH:12]=[CH2:13])[C:8](O)=[O:9])[CH:6]=[CH:5][CH:4]=[CH:3][CH:2]=1.C(Cl)(=O)C([Cl:17])=O>CN(C)C=O.ClCCl>[C:1]1([C@H:7]([CH2:11][CH:12]=[CH2:13])[C:8]([Cl:17])=[O:9])[CH:6]=[CH:5][CH:4]=[CH:3][CH:2]=1. Reported procedure: Combine (S)-2-phenylpent-4-enoic acid (1.53 g, 8.7 mmol), dichloromethane (10 mL), and dimethylformamide (1 drop). Add oxalyl chloride (1 mL, 11.46 mmol). After 2 hours, evaporate in vacuo to give (S)-2-phenylpent-4-enoyl chloride. Combine with toluene (10 mL) and add, with vigorous stirring, to a cooled (ice bath) aqueous solution of methylamine (2 mL, 40%). After 1 hour, partition the reaction mixture between water and dichloromethane. Separate the layers, dry the organic over MgSO4, filter, a...